Dataset: the Open Reaction Database (ORD), a public repository of structured organic reaction records. Task: describe an organic reaction: reactants, conditions, products, and yield Reactants: CC(C)(C)c1ccc2c(c1)C(=O)OC2=O, CC(C)CN, Cc1ccccc1, Cc1ccc(S(=O)(=O)O)cc1. Product: CC(C)CN1C(=O)c2ccc(C(C)(C)C)cc2C1=O. Reaction SMILES: [C:1]([CH3:2])([CH3:3])([CH3:4])[c:5]1[cH:6][c:7]2[c:8]([cH:14][cH:15]1)[C:9](=[O:10])[O:11][C:12]2=[O:13].[CH2:16]([CH:17]([CH3:18])[CH3:19])[NH2:20].[CH3:32][c:33]1[cH:34][cH:35][cH:36][cH:37][cH:38]1.[c:21]1([CH3:22])[cH:23][cH:24][c:25]([S:26]([OH:27])(=[O:28])=[O:29])[cH:30][cH:31]1>>[C:1]([CH3:2])([CH3:3])([CH3:4])[c:5]1[cH:6][c:7]2[c:8]([cH:14][cH:15]1)[C:9](=[O:11])[N:20]([CH2:16][CH:17]([CH3:18])[CH3:19])[C:12]2=[O:13]. As a reaction SMILES: [C:1]1(=[O:11])[O:6][C:4](=[O:5])[C:3]2=[CH:7][CH:8]=[CH:9][CH:10]=[C:2]12.[CH3:12][CH:13]1[CH2:18][CH:17]([CH3:19])[CH2:16][CH:15]([OH:20])[CH2:14]1.[C:21]1([CH3:31])[CH:26]=[CH:25][C:24](S(O)(=O)=O)=[CH:23][CH:22]=1.[C:32]1(C)C=CC=CC=1>O>[CH3:12][CH:13]1[CH2:18][CH:17]([CH3:19])[CH2:16][CH:15]([O:20][C:4](=[O:5])[C:3]2[C:2](=[CH:10][CH:9]=[CH:8][CH:7]=2)[C:1]([O:6][CH:23]2[CH2:24][CH:25]([CH3:32])[CH2:26][CH:21]([CH3:31])[CH2:22]2)=[O:11])[CH2:14]1. Reactants: C1(C=2C(C(=O)O1)=CC=CC2)=O (phthalic anhydride), CC1CC(CC(C1)C)O (3,5-dimethylcyclohexanol), C1(=CC=C(C=C1)S(=O)(=O)O)C (p-toluenesulfonic acid), C1(=CC=CC=C1)C (toluene), C1(=CC=CC=C1)C (toluene). Yields the product CC1CC(CC(C1)C)OC(C=1C(C(=O)OC2CC(CC(C2)C)C)=CC=CC1)=O (bis(3,5-Dimethylcyclohexyl)phthalate). Run in O (water). Procedure details: 100 ml of toluene was added to a mixture of 44.4 g (0.3 mol) of phthalic anhydride, 83.3 g (0.66 mol) of 3,5-dimethylcyclohexanol and 2 g of p-toluenesulfonic acid and the mixture was refluxed with heating for 12 hours with the azeotropic removal of 6 ml of water. After the reaction, the mixture was cooled and 200 ml of toluene was added to the mixture. The organic solvent layer was washed with water, a 5% aqueous solution of sodium hydroxide and water, in this order and dried with anhydrous sod... The solvent is C1CCOC1 (THF), C1CCOC1 (THF), C1CCOC1 (THF), CCCCC (pentane). Reaction SMILES: [NH2:1][C:2]1[C:3]([C:7]2[C:15]3[O:14][C:13]([F:17])([F:16])[O:12][C:11]=3[CH:10]=[CH:9][CH:8]=2)=[N:4][NH:5][CH:6]=1.[B:18]([F:21])([F:20])[F:19].CCOCC.[N:27](OC(C)(C)C)=O>C1COCC1.CCCCC.[Fe].Cl>[F:19][B-:18]([F:16])([F:21])[F:20].[F:16][C:13]1([F:17])[O:12][C:11]2[CH:10]=[CH:9][CH:8]=[C:7]([C:3]3[C:2]([N+:1]#[N:27])=[CH:6][NH:5][N:4]=3)[C:15]=2[O:14]1 |f:1.2,6.7,8.9|. Conditions: temperature 0 celsius. The product is F[B-](F)(F)F.FC1(OC2=C(O1)C=CC=C2C2=NNC=C2[N+]#N)F (3-(2,2Difluoro-1,3-benzodioxol-4-yl)-4-pyrazolediazonium tetrafluoroborate). Reactants: NC=1C(=NNC1)C1=CC=CC=2OC(OC21)(F)F (4-amino-3-(2,2-difluoro-1,3-benzodioxol-4-yl)pyrazole), N(=O)OC(C)(C)C (tert-butyl nitrite), NC=1C(=NNC1)C1=CC=CC=2OC(OC21)(F)F (4-amino-3-(2,2-difluoro-1,3-benzodioxol-4yl)pyrazole), B(F)(F)F.CCOCC (boron trifluoride etherate). Reported procedure: 3-(2,2-Difluoro-1,3-benzodioxol-4-yl)-4-nitropyrazole obtained above in Example 17 is reduced to 4-amino-3-(2,2-difluoro-1,3-benzodioxol-4yl)pyrazole according to the method described by Vogel (Practical Organic Chemistry, Fourth Edition p. 660: Fe/HCl). 0.8 g (0.003 mol) of 4-amino-3-(2,2-difluoro-1,3-benzodioxol-4-yl)pyrazole in solution in 10 ml of anhydrous THF is treated at 0° C. with a solution of 10 ml of THF-containing 1 ml (0.0081 mol) of boron trifluoride etherate. 0.6 ml (0.005 mol) o... Reagents/catalysts: [Fe].Cl (Fe HCl). The reactants are CC(C)(C)OC(=O)NC1CN(Cc2ccccc2)CCC1CCO, CO, CC(=O)O, [OH-], [OH-], [Pd+2]. The product is CC(C)(C)OC(=O)NC1CNCCC1CCO. RXN SMILES: [CH2:1]([c:2]1[cH:3][cH:4][cH:5][cH:6][cH:7]1)[N:8]1[CH2:9][CH:10]([NH:17][C:18](=[O:19])[O:20][C:21]([CH3:22])([CH3:23])[CH3:24])[CH:11]([CH2:14][CH2:15][OH:16])[CH2:12][CH2:13]1.[CH3:25][OH:26].[CH3:27][C:28](=[O:29])[OH:30].[OH-:31].[OH-:33].[Pd+2:32]>>[NH:8]1[CH2:9][CH:10]([NH:17][C:18](=[O:19])[O:20][C:21]([CH3:22])([CH3:23])[CH3:24])[CH:11]([CH2:14][CH2:15][OH:16])[CH2:12][CH2:13]1. The reactants are C(C)OC(C1=CC(=CC=C1)OC1=NC(=NC(=C1)NCCC1=CC(=C(C=C1)OC)OC)S(=O)(=O)C)=O (3-{6-[2-(3,4-dimethoxy-phenyl)-ethylamino]-2-methanesulfonyl-pyrimidin-4-yloxy}-benzoic acid ethyl ester), C(C)OC(C1=CC(=CC=C1)OC1=NC(=NC(=C1)NCCC1=CC(=C(C=C1)OC)OC)S(=O)(=O)C)=O (3-{6-[2-(3,4-dimethoxy-phenyl)-ethylamino]-2-methanesulfonyl-pyrimidin-4-yloxy}-benzoic acid ethyl ester), solution, C[O-].[Na+] (sodium methoxide). Run in COCCOC (1,2-dimethoxyethane). Run at time 1 hour. Yields the product COC(C1=CC(=CC=C1)OC1=NC(=NC(=C1)NCCC1=CC(=C(C=C1)OC)OC)OC)=O (3-{6-[2-(3,4-dimethoxy-phenyl)-ethylamino]-2-methoxy-pyrimidin-4-yloxy}-benzoic acid methyl ester). The yield is 44.0%. As a reaction SMILES: [CH2:1]([O:3][C:4](=[O:35])[C:5]1[CH:10]=[CH:9][CH:8]=[C:7]([O:11][C:12]2[CH:17]=[C:16]([NH:18][CH2:19][CH2:20][C:21]3[CH:26]=[CH:25][C:24]([O:27][CH3:28])=[C:23]([O:29][CH3:30])[CH:22]=3)[N:15]=[C:14](S(C)(=O)=O)[N:13]=2)[CH:6]=1)C.[CH3:36][O-:37].[Na+]>COCCOC>[CH3:1][O:3][C:4](=[O:35])[C:5]1[CH:10]=[CH:9][CH:8]=[C:7]([O:11][C:12]2[CH:17]=[C:16]([NH:18][CH2:19][CH2:20][C:21]3[CH:26]=[CH:25][C:24]([O:27][CH3:28])=[C:23]([O:29][CH3:30])[CH:22]=3)[N:15]=[C:14]([O:37][CH3:36])[N:13]=2)[CH:6]=1 |f:1.2|. Procedure: To a solution of above 3-{6-[2-(3,4-Dimethoxy-phenyl)-ethylamino]-2-methanesulfonyl-pyrimidin-4-yloxy}-benzoic acid ethyl ester [180 mg, 0.36 mmol, Intermediate (72)] in 1,2-dimethoxyethane (5 mL) is added a 25% solution of sodium methoxide (3 mL). After 1 h at 20° C., the mixture is filtered through a plug of SiO2 (EtOAc). The filtrate is concentrated to give 3-{6-[2-(3,4-dimethoxy-phenyl)-ethylamino]-2-methoxy-pyrimidin-4-yloxy}-benzoic acid methyl ester [70 mg, 44%, Example (63)]. LCMS: RT=3....